Dataset: the Open Reaction Database (ORD), a public repository of structured organic reaction records. Task: describe an organic reaction: reactants, conditions, products, and yield The reactants are NC=1C=C(C=CC1OC)C(C(=O)OC)NC1=CC=C(C=C1)C#N (methyl (RS)-(3-amino-4-methoxy-phenyl)-(4-cyano-phenylamino)-acetate), C1(CCCC(=O)O1)=O (glutaric anhydride). The solvent is CN(C)C=O (DMF). Product: C(#N)C1=CC=C(C=C1)NC(C=1C=CC(=C(C1)NC(=O)CCCC(=O)O)OC)C(=O)OC ((RS)-4-{5-[(4-cyano-phenylamino)-methoxycarbonyl-methyl]-2-methoxy-phenylcarbamoyl}-butyric acid). RXN SMILES: [NH2:1][C:2]1[CH:3]=[C:4]([CH:10]([NH:15][C:16]2[CH:21]=[CH:20][C:19]([C:22]#[N:23])=[CH:18][CH:17]=2)[C:11]([O:13][CH3:14])=[O:12])[CH:5]=[CH:6][C:7]=1[O:8][CH3:9].[C:24]1(=[O:31])[O:30][C:28](=[O:29])[CH2:27][CH2:26][CH2:25]1>CN(C=O)C>[C:22]([C:19]1[CH:18]=[CH:17][C:16]([NH:15][CH:10]([C:11]([O:13][CH3:14])=[O:12])[C:4]2[CH:5]=[CH:6][C:7]([O:8][CH3:9])=[C:2]([NH:1][C:24]([CH2:25][CH2:26][CH2:27][C:28]([OH:30])=[O:29])=[O:31])[CH:3]=2)=[CH:21][CH:20]=1)#[N:23]. Procedure: In analogy to Example 70.4-6, from the methyl (RS)-(3-amino-4-methoxy-phenyl)-(4-cyano-phenylamino)-acetate described in Example 70.3, glutaric anhydride and Hüinig's base in DMF there was obtained (RS)-4-{5-[(4-cyano-phenylamino)-methoxycarbonyl-methyl]-2-methoxy-phenylcarbamoyl}-butyric acid, which was subsequently converted via (RS)-4-{5-[carboxy-(4-cyano-phenylamino)-methyl]-2-methoxy-phenylcarbamoyl}-butyric acid into (RS)-(E)- and/or -(Z)-4-(5-{carboxy-[4-(N-hydroxycarbamimidoyl)-phenylami... Starting materials: COC(=O)C=1N(S(C2=C(C1O)C=CC1=CC=CC=C12)(=O)=O)C (4-hydroxy-2-methyl-2H-naphtho[2,1-e]-1,2-thiazine-3-carboxylic acid methylester-1,1-dioxide), NC1=CC(=NS1)C (5-amino-3-methyl-isothiazole). Solvent: C(CCl)Cl (ethylene chloride). Yields the product OC1=C(N(S(C2=C1C=CC1=CC=CC=C12)(=O)=O)C)C(=O)NC1=CC(=NS1)C (4-Hydroxy-2-methyl-N-(3-methyl-5-isothiazolyl)-2H-naphtho[2,1-e]-1,2-thiazine-3-carboxamide-1,1-dioxide). Isolated yield 44.0%. RXN SMILES: CO[C:3]([C:5]1[N:6]([CH3:22])[S:7](=[O:21])(=[O:20])[C:8]2[C:19]3[C:14](=[CH:15][CH:16]=[CH:17][CH:18]=3)[CH:13]=[CH:12][C:9]=2[C:10]=1[OH:11])=[O:4].[NH2:23][C:24]1[S:28][N:27]=[C:26]([CH3:29])[CH:25]=1>C(Cl)CCl>[OH:11][C:10]1[C:9]2[CH:12]=[CH:13][C:14]3[C:19]([C:8]=2[S:7](=[O:20])(=[O:21])[N:6]([CH3:22])[C:5]=1[C:3]([NH:23][C:24]1[S:28][N:27]=[C:26]([CH3:29])[CH:25]=1)=[O:4])=[CH:18][CH:17]=[CH:16][CH:15]=3. Procedure details: 4-Hydroxy-2-methyl-N-(3-methyl-5-isothiazolyl)-2H-naphtho[2,1-e]-1,2-thiazine-3-carboxamide-1,1-dioxide was prepared analogous to Example 22 from 4-hydroxy-2-methyl-2H-naphtho[2,1-e]-1,2-thiazine-3-carboxylic acid methylester-1,1-dioxide and 5-amino-3-methyl-isothiazole. Yield: 44% of theory; m.p. 268° C (decomp.; from ethylene chloride). Reactants: O1[C@H]2[C@@H]1C[C@@H]1CC[C@H]3[C@@H]4CC[C@@H]([C@@]4(C)C[C@H]([C@@H]3[C@]1(C2)C)NC(=O)OCC(Cl)(Cl)Cl)C(=O)OC (Methyl 2α,3α-epoxy-11α-(2,2,2-trichloroethoxycarbonylamino)-5α-androstane-17β-carboxylate), S(O)(O)(=O)=O (sulphuric acid). The solvent is O (water), O1CCOCC1 (dioxan). Run at time 18 hour. The product is O[C@@H]1[C@H](C[C@@H]2CC[C@H]3[C@@H]4CC[C@@H]([C@@]4(C)C[C@H]([C@@H]3[C@]2(C1)C)NC(=O)OCC(Cl)(Cl)Cl)C(=O)OC)O (Methyl 2β,3α-dihydroxy-11α-(2,2,2-trichloroethoxycarbonylamino)-5α-androstane-17β-carboxylate). RXN SMILES: [O:1]1[C@H:3]2[CH2:4][C@H:5]3[C@:18]([CH3:20])([CH2:19][C@@H:2]12)[C@@H:17]1[C@H:8]([C@H:9]2[C@@:13]([CH2:15][C@H:16]1[NH:21][C:22]([O:24][CH2:25][C:26]([Cl:29])([Cl:28])[Cl:27])=[O:23])([CH3:14])[C@@H:12]([C:30]([O:32][CH3:33])=[O:31])[CH2:11][CH2:10]2)[CH2:7][CH2:6]3.S(=O)(=O)(O)[OH:35]>O1CCOCC1.O>[OH:1][C@H:2]1[CH2:19][C@@:18]2([CH3:20])[C@@H:5]([CH2:6][CH2:7][C@@H:8]3[C@@H:17]2[C@H:16]([NH:21][C:22]([O:24][CH2:25][C:26]([Cl:28])([Cl:29])[Cl:27])=[O:23])[CH2:15][C@@:13]2([CH3:14])[C@H:9]3[CH2:10][CH2:11][C@@H:12]2[C:30]([O:32][CH3:33])=[O:31])[CH2:4][C@@H:3]1[OH:35]. Reported procedure: Methyl 2α,3α-epoxy-11α-(2,2,2-trichloroethoxycarbonylamino)-5α-androstane-17β-carboxylate (522 mg) in dioxan (5 ml) was treated with 2N sulphuric acid (1 ml) and stirred at ambient temperature for 18 h. The mixture was diluted with water (50 ml) and extracted with ethyl acetate (3×). The extract was washed with water, dried and evaporated to give a foam. This was purified by preparative t.l.c. in ethyl acetate/petrol (1:1) and crystallised from ether to give the title compound (217 mg) m.p. 228°...